The task is: describe an organic reaction: reactants, conditions, products, and yield. This data is from the Open Reaction Database (ORD), a public repository of structured organic reaction records. The reactants are ClC1=NN=C(C2=C1C=C1C=CC=CN21)C (1-chloro-4-methylpyridazino[4,5-b]indolizine), N1(CCNCC1)C=O (piperazinecarboxaldehyde). Yields the product CC1=NN=C(C=2C=C3C=CC=CN3C21)N2CCN(CC2)C=O (4-(4-Methylpyridazino[4,5-b]indolizin-1-yl)-piperazinecarboxaldehyde). As a reaction SMILES: Cl[C:2]1[C:7]2[CH:8]=[C:9]3[N:14]([C:6]=2[C:5]([CH3:15])=[N:4][N:3]=1)[CH:13]=[CH:12][CH:11]=[CH:10]3.[N:16]1([CH:22]=[O:23])[CH2:21][CH2:20][NH:19][CH2:18][CH2:17]1>>[CH3:15][C:5]1[C:6]2[N:14]3[C:9]([CH:10]=[CH:11][CH:12]=[CH:13]3)=[CH:8][C:7]=2[C:2]([N:19]2[CH2:20][CH2:21][N:16]([CH:22]=[O:23])[CH2:17][CH2:18]2)=[N:3][N:4]=1. Reported procedure: Following the procedure of Example 1, reaction of one equivalent of 1-chloro-4-methylpyridazino[4,5-b]indolizine and 10 equivalents of piperazinecarboxaldehyde at 150° C. gave the title compound as the free base, which was purified by flash chromatography (silica gel, 1 to 20% methanol:ethyl acetate) and converted to the dihydrochloride salt (MeOH/etheral HCl/diethyl ether), mp 325° C. Starting materials: ClC(Cl)Cl, CC1CNCCN1CCCc1ccccc1, O=C(Cl)c1ccco1. The product is CC1CN(C(=O)c2ccco2)CCN1CCCc1ccccc1. Reaction SMILES: [Cl:25][CH:26]([Cl:27])[Cl:28].[c:9]1([CH2:15][CH2:16][CH2:17][N:18]2[CH:19]([CH3:24])[CH2:20][NH:21][CH2:22][CH2:23]2)[cH:10][cH:11][cH:12][cH:13][cH:14]1.[o:1]1[c:2]([C:6](=[O:7])[Cl:8])[cH:3][cH:4][cH:5]1>>[o:1]1[c:2]([C:6](=[O:7])[N:21]2[CH2:20][CH:19]([CH3:24])[N:18]([CH2:17][CH2:16][CH2:15][c:9]3[cH:10][cH:11][cH:12][cH:13][cH:14]3)[CH2:23][CH2:22]2)[cH:3][cH:4][cH:5]1. The reactants are ClC1=CC(=CC=C1)C(=O)OO (m-chloroperbenzoic acid), CN(C1(CCSC2=C1C=CC=C2)CO)C (4-dimethylamino-4-hydroxymethyl-2,3-dihydro-4H-1-benzothiopyran). The solvent is C(Cl)Cl (methylene chloride). Run at time 30 minute. Yields the product CN(C1(CCS(C2=C1C=CC=C2)=O)CO)C (4-dimethylamino-4-hydroxymethyl-2,3-dihydro-4H-1-benzothiopyran-1-oxide). Yield: 22.3%. RXN SMILES: ClC1C=CC=C(C(OO)=[O:9])C=1.[CH3:12][N:13]([CH3:26])[C:14]1([CH2:24][OH:25])[C:19]2[CH:20]=[CH:21][CH:22]=[CH:23][C:18]=2[S:17][CH2:16][CH2:15]1>C(Cl)Cl>[CH3:12][N:13]([CH3:26])[C:14]1([CH2:24][OH:25])[C:19]2[CH:20]=[CH:21][CH:22]=[CH:23][C:18]=2[S:17](=[O:9])[CH2:16][CH2:15]1. Procedure: 248 mg of 70% m-chloroperbenzoic acid was added to a 20 ml of methylene chloride solution containing 222 mg of 4-dimethylamino-4-hydroxymethyl-2,3-dihydro-4H-1-benzothiopyran dissolved therein, and stirred at room temperature for 30 minutes. The reaction solution was washed with 5% aqueous sodium thiosulfate solution, saturated sodium bicarbonate solution and brine in this order, then dried over anhydrous magnesium sulfate. The solvent was removed under reduced pressure, and the crystals were re... RXN SMILES: [CH3:21][C:22]1([CH3:23])[C:24]([CH3:25])([CH3:26])[O:27][B:28]([c:29]2[c:30]([C:31]#[N:32])[cH:33][cH:34][cH:35][cH:36]2)[O:37]1.[CH3:44][O:45][CH2:46][CH2:47][O:48][CH3:49].[Cl:1][c:2]1[n:3][cH:4][cH:5][c:6](-[c:8]2[cH:9][n:10][c:11]3[n:12]2[n:13][cH:14][c:15]([C:17]([F:18])([F:19])[F:20])[n:16]3)[cH:7]1.[Na+:38].[Na+:39].[O-:40][C:41](=[O:42])[O-:43].[cH:50]1[cH:51][cH:52][c:53]([P:54]([Pd:55]([P:56]([c:57]2[cH:58][cH:59][cH:60][cH:61][cH:62]2)([c:63]2[cH:64][cH:65][cH:66][cH:67][cH:68]2)[c:69]2[cH:70][cH:71][cH:72][cH:73][cH:74]2)([P:75]([c:76]2[cH:77][cH:78][cH:79][cH:80][cH:81]2)([c:82]2[cH:83][cH:84][cH:85][cH:86][cH:87]2)[c:88]2[cH:89][cH:90][cH:91][cH:92][cH:93]2)[P:94]([c:95]2[cH:96][cH:97][cH:98][cH:99][cH:100]2)([c:101]2[cH:102][cH:103][cH:104][cH:105][cH:106]2)[c:107]2[cH:108][cH:109][cH:110][cH:111][cH:112]2)([c:113]2[cH:114][cH:115][cH:116][cH:117][cH:118]2)[c:119]2[cH:120][cH:121][cH:122][cH:123][cH:124]2)[cH:125][cH:126]1>>[c:2]1(-[c:29]2[c:30]([C:31]#[N:32])[cH:33][cH:34][cH:35][cH:36]2)[n:3][cH:4][cH:5][c:6](-[c:8]2[cH:9][n:10][c:11]3[n:12]2[n:13][cH:14][c:15]([C:17]([F:18])([F:19])[F:20])[n:16]3)[cH:7]1. The reactants are CC1(C)OB(c2ccccc2C#N)OC1(C)C, COCCOC, FC(F)(F)c1cnn2c(-c3ccnc(Cl)c3)cnc2n1, [Na+], [Na+], O=C([O-])[O-], c1ccc(P(c2ccccc2)(c2ccccc2)[Pd](P(c2ccccc2)(c2ccccc2)c2ccccc2)(P(c2ccccc2)(c2ccccc2)c2ccccc2)P(c2ccccc2)(c2ccccc2)c2ccccc2)cc1. Yields the product N#Cc1ccccc1-c1cc(-c2cnc3nc(C(F)(F)F)cnn23)ccn1. The reactants are Cl(=O)[O-].[Na+] (sodium chlorite), P(=O)(O)(O)[O-].[Na+] (sodium dihydrogenorthophosphate), BrC1=C(OC2=C1C=C(C=C2)CC=2C(=NN(C2C=O)CC(F)(F)F)CCCC)C2=C(C=CC=C2)C2=NN=NN2 (4-[[3-Bromo-2-[2-(1H-tetrazol-5-yl)phenyl]-5-benzofuranyl]methyl]-3-butyl-1-(2,2,2-trifluoroethyl)-1H-pyrazole-5-carboxaldehyde), CC(C)=CC (2-methyl-but-2-ene). The solvent is O (water), C1CCOC1 (THF), C(C)(C)(C)O (t-butanol). Reaction conditions: time 2 hour. Yields the product BrC1=C(OC2=C1C=C(C=C2)CC=2C(=NN(C2C(=O)O)CC(F)(F)F)CCCC)C2=C(C=CC=C2)C2=NN=NN2 (4-[[3-Bromo-2-[2-(1H-tetrazol-5-yl)phenyl]-5-benzofuranyl]methyl]-3-butyl-1-(2,2,2-trifluoroethyl)-1H-pyrazole-5-carboxylic acid). Yield: 64.9%. Reaction SMILES: [Br:1][C:2]1[C:6]2[CH:7]=[C:8]([CH2:11][C:12]3[C:13]([CH2:24][CH2:25][CH2:26][CH3:27])=[N:14][N:15]([CH2:19][C:20]([F:23])([F:22])[F:21])[C:16]=3[CH:17]=[O:18])[CH:9]=[CH:10][C:5]=2[O:4][C:3]=1[C:28]1[CH:33]=[CH:32][CH:31]=[CH:30][C:29]=1[C:34]1[NH:38][N:37]=[N:36][N:35]=1.CC(=CC)C.Cl([O-])=[O:45].[Na+].P([O-])(O)(O)=O.[Na+]>C1COCC1.C(O)(C)(C)C.O>[Br:1][C:2]1[C:6]2[CH:7]=[C:8]([CH2:11][C:12]3[C:13]([CH2:24][CH2:25][CH2:26][CH3:27])=[N:14][N:15]([CH2:19][C:20]([F:22])([F:21])[F:23])[C:16]=3[C:17]([OH:45])=[O:18])[CH:9]=[CH:10][C:5]=2[O:4][C:3]=1[C:28]1[CH:33]=[CH:32][CH:31]=[CH:30][C:29]=1[C:34]1[NH:38][N:37]=[N:36][N:35]=1 |f:2.3,4.5|. Procedure details: A solution of the product of Example 6 (0.3 g) and 2-methyl-but-2-ene (2M in THF; 4 ml) in a mixture of THF (14 ml) and t-butanol (14 ml) was treated with a solution of sodium chlorite (80% tech. 0.55 g), and sodium dihydrogenorthophosphate (0.65 g) in water (10 ml). The mixture was stirred at ambient temperature for 2 h. The solvent was removed in vacuo and the aqueous residue acidified (pH 4.5) with hydrochloric acid (2M). The product was extracted with a mixture of dichloromethane:ethyl aceta... The reactants are C1(=CC=CC=C1)C1=COC=2N=CN(C(C21)=O)CC(F)(F)F (5-phenyl-3-(2,2,2-trifluoroethyl)furo[2,3-d]pyrimidin-4(3H)-one), BrBr (bromine). Solvent: CCOC(=O)C (EtOAc), S(=S)(=O)([O-])[O-].[Na+].[Na+] (sodium thiosulfate), CN(C)C=O (DMF). Reaction conditions: temperature 0 celsius, time 1 hour. The product is BrC1=C(C2=C(N=CN(C2=O)CC(F)(F)F)O1)C1=CC=CC=C1 (6-Bromo-5-phenyl-3-(2,2,2-trifluoroethyl)furo[2,3-d]pyrimidin-4(3H)-one). Reaction SMILES: [C:1]1([C:7]2[C:15]3[C:14](=[O:16])[N:13]([CH2:17][C:18]([F:21])([F:20])[F:19])[CH:12]=[N:11][C:10]=3[O:9][CH:8]=2)[CH:6]=[CH:5][CH:4]=[CH:3][CH:2]=1.[Br:22]Br>CN(C=O)C.CCOC(C)=O.S([O-])([O-])(=O)=S.[Na+].[Na+]>[Br:22][C:8]1[O:9][C:10]2[N:11]=[CH:12][N:13]([CH2:17][C:18]([F:19])([F:20])[F:21])[C:14](=[O:16])[C:15]=2[C:7]=1[C:1]1[CH:2]=[CH:3][CH:4]=[CH:5][CH:6]=1 |f:4.5.6|. Procedure: To a solution of 5-phenyl-3-(2,2,2-trifluoroethyl)furo[2,3-d]pyrimidin-4(3H)-one (730 mg, 2.48 mmol) in DMF (10 ml) at 0° C. was added bromine (0.153 ml, 2.98 mmol). The reaction mixture was stirred at 0° C. for 1 h and then 3 h at RT. The reaction mixture was diluted with EtOAc (50 ml) and 20% w/w aq. sodium thiosulfate solution (50 ml) and the layers were separated. The organic layer was further washed with brine (2×50 ml), dried (Na2SO4) and concentrated in vacuo affording the title compound ... Reactants: [H-].[Na+] (sodium hydride), Cl (HCl), BrC1=CC=C2C(=CNC2=C1)C(=O)O (6-Bromo-1H-indole-3-carboxylic acid), BrCC#N (Bromoacetonitrile). The solvent is CN(C=O)C (dimethylformamide), O (water). Conditions: temperature 0 celsius. Product: BrC1=CC=C2C(=CN(C2=C1)CC#N)C(=O)O (6-Bromo-1-cyanomethyl-1H-indole-3-carboxylic acid). Isolated yield 68.0%. RXN SMILES: [Br:1][C:2]1[CH:10]=[C:9]2[C:5]([C:6]([C:11]([OH:13])=[O:12])=[CH:7][NH:8]2)=[CH:4][CH:3]=1.[H-].[Na+].Br[CH2:17][C:18]#[N:19].Cl>CN(C)C=O.O>[Br:1][C:2]1[CH:10]=[C:9]2[C:5]([C:6]([C:11]([OH:13])=[O:12])=[CH:7][N:8]2[CH2:17][C:18]#[N:19])=[CH:4][CH:3]=1 |f:1.2|. Procedure: 6-Bromo-1H-indole-3-carboxylic acid (0.24 g, 1 mmole) was dissolved in anhydrous dimethylformamide (2 ml) and cooled to 0° C. in a nitrogen atmosphere. With stirring, sodium hydride (60% in oil, 0.088 g, 2.2 mmole) was added all at once and the mixture was stirred at this temperature until no more bubbles evolved (ca. 20-30 minutes). Bromoacetonitrile (0.132 g, 1.1 mmole) was added to the reaction mixture which was then allowed to warm to room temperature over the next hour. The reaction mixture... Starting materials: C1CCNC1, COCCOC, c1ccc(-c2cc3ncc4ccccc4c3nn2)cc1. Product: c1ccc(-c2cc3nc(N4CCCC4)c4ccccc4c3nn2)cc1. Reaction SMILES: [CH2:21]1[CH2:22][CH2:23][NH:24][CH2:25]1.[CH2:26]([CH2:27][O:28][CH3:29])[O:30][CH3:31].[c:1]1(-[c:7]2[cH:8][c:9]3[n:10][cH:11][c:12]4[cH:13][cH:14][cH:15][cH:16][c:17]4[c:18]3[n:19][n:20]2)[cH:2][cH:3][cH:4][cH:5][cH:6]1>>[c:1]1(-[c:7]2[cH:8][c:9]3[n:10][c:11]([N:24]4[CH2:23][CH2:22][CH2:21][CH2:25]4)[c:12]4[cH:13][cH:14][cH:15][cH:16][c:17]4[c:18]3[n:19][n:20]2)[cH:2][cH:3][cH:4][cH:5][cH:6]1. The reactants are C1(=CCCCC1)CCN=C=S (2-(1-cyclohexenyl)ethyl isothiocyanate), NC1=NC=CC=C1 (2-aminopyridine), C(C)(=O)OCC (ethyl acetate). Solvent: CN1C(CCC1)=O (N-methylpyrrolidinone). Run at time 16.5 hour. Yields the product C1(=CCCCC1)CCNC(=S)NC1=NC=CC=C1 (N-(2-(1-Cyclohexenyl)ethyl)-N'-[2-pyridyl]thiourea). The yield is 50.1%. As a reaction SMILES: [C:1]1([CH2:7][CH2:8][N:9]=[C:10]=[S:11])[CH2:6][CH2:5][CH2:4][CH2:3][CH:2]=1.[NH2:12][C:13]1[CH:18]=[CH:17][CH:16]=[CH:15][N:14]=1.C(OCC)(=O)C>CN1CCCC1=O>[C:1]1([CH2:7][CH2:8][NH:9][C:10]([NH:12][C:13]2[CH:18]=[CH:17][CH:16]=[CH:15][N:14]=2)=[S:11])[CH2:6][CH2:5][CH2:4][CH2:3][CH:2]=1. Reported procedure: A solution of 2-(1-cyclohexenyl)ethyl isothiocyanate (1.67 g, 10 mmol) and 2-aminopyridine (941 mg, 10 mmol) in N-methylpyrrolidinone (20 mL) was heated to 100° C. After 16.5 h, the reaction was cooled to room temperature and poured into ethyl acetate. The organic phase was washed with water (4×) and brine. The organic layer was dried over sodium sulfate, filtered and concentrated. The solid obtained was purified by recrystallization from ethyl acetate to provide 1.31 g of the titled product (50...